This data is from the Open Reaction Database (ORD), a public repository of structured organic reaction records. The task is: describe an organic reaction: reactants, conditions, products, and yield The reactants are aqueous solution, S(=O)([O-])[O-].[Na+].[Na+] (sodium sulfite), C1=CC=CC=C1C(=O)O[O-] (perbenzoate), C1=CC=CC=C1C(=O)O[O-] (perbenzoate), starch iodine, C(C(=C)C)(=O)OCC1CC=CCC1 (cyclohexen-4-ylmethyl methacrylate), ClC1=CC(=CC=C1)C(=O)OO (m-chloroperbenzoic acid). Solvent: C(Cl)Cl (methylene chloride), C(Cl)Cl (methylene chloride). Conditions: time 3 hour. Yields the product C(C(=C)C)(=O)OCC1CC2C(CC1)O2 (3,4-Epoxycyclohexylmethyl methacrylate). Yield: 94.6%. As a reaction SMILES: [C:1]([O:6][CH2:7][CH:8]1[CH2:13][CH2:12][CH:11]=[CH:10][CH2:9]1)(=[O:5])[C:2]([CH3:4])=[CH2:3].ClC1C=CC=C(C(OO)=[O:22])C=1.S([O-])([O-])=O.[Na+].[Na+].C1C(C(O[O-])=O)=CC=CC=1>C(Cl)Cl>[C:1]([O:6][CH2:7][CH:8]1[CH2:13][CH2:12][CH:11]2[O:22][CH:10]2[CH2:9]1)(=[O:5])[C:2]([CH3:4])=[CH2:3] |f:2.3.4|. Procedure: A 8 liter, 4 necked flask equipped with a thermometer, cooling jacket, stirring means and drip funnel was charged with 200 g of cyclohexen-4-ylmethyl methacrylate produced in Step A and 1200 ml of methylene chloride. The reactants were cooled to a temperature below 10° C. A solution of 263.6 g of m-chloroperbenzoic acid (80% purity, Kishida Chemicals) in 2800 ml of methylene chloride was added thereto dropwise over 3 hours and then allowed to react for additional 3 hours with stirring. After the... Starting materials: C(CCCCCCCC=CCC=CCC=C)OC1=CC=C(O1)C(=O)O (5-(9,12,15-hexadecatrienyloxy)-2-furoic acid), C(CCCCCCCCCCCCC)OC1=CC=C(O1)C(=O)O (5-tetradecyloxy-2-furoic acid). Yields the product C(CCCCCCCC=CCC=CCC=C)OC1=CC=C(O1)C(=O)C (methyl 5-(9,12,15-hexadecatrienyloxy)-2-furyl ketone). As a reaction SMILES: [CH2:1]([O:17][C:18]1[O:22][C:21]([C:23]([OH:25])=O)=[CH:20][CH:19]=1)[CH2:2][CH2:3][CH2:4][CH2:5][CH2:6][CH2:7][CH2:8][CH:9]=[CH:10][CH2:11][CH:12]=[CH:13][CH2:14][CH:15]=[CH2:16].[CH2:26](OC1OC(C(O)=O)=CC=1)CCCCCCCCCCCCC>>[CH2:1]([O:17][C:18]1[O:22][C:21]([C:23]([CH3:26])=[O:25])=[CH:20][CH:19]=1)[CH2:2][CH2:3][CH2:4][CH2:5][CH2:6][CH2:7][CH2:8][CH:9]=[CH:10][CH2:11][CH:12]=[CH:13][CH2:14][CH:15]=[CH2:16]. Procedure: When in the procedure of Example 1(B) an appropriate amount of 5-(9,12,15-hexadecatrienyloxy)-2-furoic acid is substutited for 5-tetradecyloxy-2-furoic acid, methyl 5-(9,12,15-hexadecatrienyloxy)-2-furyl ketone is obtained. Reactants: CN, CCO, O=C(Cl)Oc1ccccc1, COc1cc(N)c(Cl)cc1C(=O)NC1CCN(CC2CCN(C(=O)Oc3ccccc3)CC2)CC1. The product is CNC(=O)N1CCC(CN2CCC(NC(=O)c3cc(Cl)c(N)cc3OC)CC2)CC1. Reaction SMILES: [CH3:46][NH2:47].[CH3:48][CH2:49][OH:50].[Cl:36][C:37]([O:38][c:39]1[cH:40][cH:41][cH:42][cH:43][cH:44]1)=[O:45].[NH2:1][c:2]1[cH:3][c:4]([O:34][CH3:35])[c:5]([C:6](=[O:7])[NH:8][CH:9]2[CH2:10][CH2:11][N:12]([CH2:15][CH:16]3[CH2:17][CH2:18][N:19]([C:22](=[O:23])[O:24][c:25]4[cH:26][cH:27][cH:28][cH:29][cH:30]4)[CH2:20][CH2:21]3)[CH2:13][CH2:14]2)[cH:31][c:32]1[Cl:33]>>[NH2:1][c:2]1[cH:3][c:4]([O:34][CH3:35])[c:5]([C:6](=[O:7])[NH:8][CH:9]2[CH2:10][CH2:11][N:12]([CH2:15][CH:16]3[CH2:17][CH2:18][N:19]([C:22](=[O:23])[NH:47][CH3:46])[CH2:20][CH2:21]3)[CH2:13][CH2:14]2)[cH:31][c:32]1[Cl:33]. Reactants: NC1=NN(C(=N1)N)C(=S)NC (3,5-Diamino-1-[methylamino(thiocarbonyl)]-1H-1,2,4-triazole), C(C)(=O)OC(OCC)OCC (diethoxymethyl acetate). Run at time 1 hour. The product is NC1=NC(=NN1C(=S)NC)N=COCC (5-Amino-3-[(ethoxymethylidene)amino]-1-[methylamino(thiocarbonyl)]-1H-1,2,4-triazole). Isolated yield 73.0%. As a reaction SMILES: [NH2:1][C:2]1[N:6]=[C:5]([NH2:7])[N:4]([C:8]([NH:10][CH3:11])=[S:9])[N:3]=1.[C:12]([O:15][CH:16](OCC)OCC)(=O)[CH3:13]>>[NH2:7][C:5]1[N:4]([C:8]([NH:10][CH3:11])=[S:9])[N:3]=[C:2]([N:1]=[CH:16][O:15][CH2:12][CH3:13])[N:6]=1. Reported procedure: A solution of the compound (500 mg) obtained in Example 31 and diethoxymethyl acetate (7 ml) was stirred at room temperature. After stirring for 1 hour, the resulting crystals were collected by filtration to give 480 mg of a white powdery solid (yield 73%). Reactants: C(C)(C)(C)OC(=O)N(OC(=O)OC(C)(C)C)CC1=C(SC(=C1C)C1=CC=NC=C1)C1=CC=NC=C1 (N,O-di-tert-butoxycarbonyl-[2,5-di(4-pyridyl)-4-methylthiophen-3-yl]methylhydroxylamine), FC(C(=O)O)(F)F (trifluoroacetic acid), C(Cl)Cl (CH2Cl2), C(=O)(O)[O-].[Na+] (NaHCO3), FC(C(=O)O)(F)F (Trifluoroacetic acid). Run at time 2 hour. Yields the product Cl.Cl.Cl.N1=CC=C(C=C1)C=1SC(=C(C1CNO)C)C1=CC=NC=C1 (2,5-Di(4-pyridyl)-4-methylthiophen-3-ylmethylhydroxylamine trihydrochloride). As a reaction SMILES: C(OC([N:8]([CH2:17][C:18]1[C:22]([CH3:23])=[C:21]([C:24]2[CH:29]=[CH:28][N:27]=[CH:26][CH:25]=2)[S:20][C:19]=1[C:30]1[CH:35]=[CH:34][N:33]=[CH:32][CH:31]=1)[O:9]C(OC(C)(C)C)=O)=O)(C)(C)C.FC(F)(F)C(O)=O.C([O-])(O)=O.[Na+].C(Cl)[Cl:49]>>[ClH:49].[ClH:49].[ClH:49].[N:33]1[CH:34]=[CH:35][C:30]([C:19]2[S:20][C:21]([C:24]3[CH:25]=[CH:26][N:27]=[CH:28][CH:29]=3)=[C:22]([CH3:23])[C:18]=2[CH2:17][NH:8][OH:9])=[CH:31][CH:32]=1 |f:2.3,5.6.7.8|. Reported procedure: To a stirred solution of N,O-di-tert-butoxycarbonyl-[2,5-di(4-pyridyl)-4-methylthiophen-3-yl]methylhydroxylamine (0.16 g) in CH2Cl2 (15 mL) was added trifluoroacetic acid (0.5 mL) and the mixture watered for 2 hours at room temperature. Trifluoroacetic acid (3 mL) was additionally added to the reaction mixture, and stirred for 2 hours. Saturated aqueous NaHCO3 solution was added to the reaction mixture and the whole was extracted with CH2Cl2 (100 mL×2). The combined organic layers were washed wi... The reactants are CC(C)C(N)C(=O)NC(C)(C)COc1ccc(C#N)cc1, ClCCl, CN1CCOCC1, O=C(Cl)Oc1ccccc1F, O. Yields the product CC(C)C(NC(=O)Oc1ccccc1F)C(=O)NC(C)(C)COc1ccc(C#N)cc1. As a reaction SMILES: [C:19](#[N:20])[c:21]1[cH:22][cH:23][c:24]([O:25][CH2:26][C:27]([CH3:28])([CH3:29])[NH:30][C:31]([CH:32]([NH2:33])[CH:34]([CH3:35])[CH3:36])=[O:37])[cH:38][cH:39]1.[CH2:41]([Cl:42])[Cl:43].[CH3:1][N:2]1[CH2:3][CH2:4][O:5][CH2:6][CH2:7]1.[Cl:8][C:9](=[O:10])[O:11][c:12]1[c:13]([F:18])[cH:14][cH:15][cH:16][cH:17]1.[OH2:40]>>[C:9](=[O:10])([O:11][c:12]1[c:13]([F:18])[cH:14][cH:15][cH:16][cH:17]1)[NH:33][CH:32]([C:31]([NH:30][C:27]([CH2:26][O:25][c:24]1[cH:23][cH:22][c:21]([C:19]#[N:20])[cH:39][cH:38]1)([CH3:28])[CH3:29])=[O:37])[CH:34]([CH3:35])[CH3:36]. Starting materials: [C-]#N.[Na+] (sodium cyanide), C(#N)C1=NC=CC=C1 (cyanopyridine), 3-(2-phenethyl)pyridine-1-oxide, COS(=O)(=O)OC (dimethylsulfate), N1C=CC=C2C=CC=C3C(=C21)C=CC=C3 (aza-dibenzocycloheptene). Yields the product 3-(2-phenethyl)-2-cyanopyridine, O=C1C=CC2=C(C3=C1C=CC=N3)C=CC=C2 (5-keto-aza-dibenzocycloheptene). Reaction SMILES: COS([O:6][CH3:7])(=O)=O.[C-]#N.[Na+].C(C1C=CC=CN=1)#N.[NH:19]1[C:29]2[C:23](C=[CH:25][CH:26]=[C:27]3[CH:33]=[CH:32][CH:31]=[CH:30][C:28]3=2)=[CH:22][CH:21]=[CH:20]1>>[O:6]=[C:7]1[C:23]2[CH:22]=[CH:21][CH:20]=[N:19][C:29]=2[C:28]2[CH:30]=[CH:31][CH:32]=[CH:33][C:27]=2[CH:26]=[CH:25]1 |f:1.2|. Procedure details: In a process described in U.S. Pat. No. 3,326,924, 3-(2-phenethyl)-2-cyanopyridine is prepared by reacting 3-(2-phenethyl)pyridine-1-oxide with dimethylsulfate and then with aqueous sodium cyanide. A process to convert the cyanopyridine to an aza-dibenzocycloheptene by cyclizing to give the 5-keto-aza-dibenzocycloheptene, then reacting with a Grignard reagent. e.g., 1-methyl-4-piperidinyl magnesium chloride, to give a 5-(1-methyl-4-piperidinyl)aza-dibenzocycloheptene-5-ol, which is dehydrated to...